The task is: describe an organic reaction: reactants, conditions, products, and yield. This data is from the Open Reaction Database (ORD), a public repository of structured organic reaction records. Reactants: Cl (hydrochloric acid), ice water, BrC1=CC(=C(C=C1NS(=O)(=O)C)N1C=2N(C(=CC1=O)C(F)(F)F)C=CN2)F (8-(4-bromo-2-fluoro-5-methylsulfonylaminophenyl)-7,8-dihydro-5-trifluoromethylimidazo[1,2-a]pyrimidin-7-one), [Cu]C#N (copper(I) cyanide). Reagents/catalysts: [Fe](Cl)Cl (iron(II) chloride). Solvent: CS(=O)C (dimethyl sulfoxide). Reaction conditions: temperature 160 celsius. Yields the product C(#N)C1=CC(=C(C=C1NS(=O)(=O)C)N1C=2N(C(=CC1=O)C(F)(F)F)C=CN2)F (8-(4-cyano-2-fluoro-5-methylsulfonylaminophenyl)-7,8-dihydro-5-trifluoromethylimidazo[1,2-a]pyrimidin-7-one). As a reaction SMILES: Br[C:2]1[C:7]([NH:8][S:9]([CH3:12])(=[O:11])=[O:10])=[CH:6][C:5]([N:13]2[C:18](=[O:19])[CH:17]=[C:16]([C:20]([F:23])([F:22])[F:21])[N:15]3[CH:24]=[CH:25][N:26]=[C:14]23)=[C:4]([F:27])[CH:3]=1.[Cu][C:29]#[N:30].Cl>[Fe](Cl)Cl.CS(C)=O>[C:29]([C:2]1[C:7]([NH:8][S:9]([CH3:12])(=[O:11])=[O:10])=[CH:6][C:5]([N:13]2[C:18](=[O:19])[CH:17]=[C:16]([C:20]([F:21])([F:23])[F:22])[N:15]3[CH:24]=[CH:25][N:26]=[C:14]23)=[C:4]([F:27])[CH:3]=1)#[N:30]. Procedure: A mixture of 8-(4-bromo-2-fluoro-5-methylsulfonylaminophenyl)-7,8-dihydro-5-trifluoromethylimidazo[1,2-a]pyrimidin-7-one (3.0 g), copper(I) cyanide (0.86 g) and dimethyl sulfoxide (30 ml) was heated for 7 hours at 160° C. under nitrogen atmosphere. After cooled to room temperature, the mixture was added with iron(II) chloride (0.8 g) and 6N hydrochloric acid (1.5 ml), and then stirred for 30 minuets at room temperature. The reaction solution was poured into ice water, and the thus obtained solid... The reactants are O=Cc1ccc(C(=O)O)cc1, O=C1CCc2ccccc21, CCO, [K+], [OH-]. The product is O=C(O)c1ccc(C=C2Cc3ccccc3C2=O)cc1. RXN SMILES: [C:11](=[O:12])([OH:13])[c:14]1[cH:15][cH:16][c:17]([CH:18]=[O:19])[cH:20][cH:21]1.[C:1]1(=[O:10])[CH2:2][CH2:3][c:4]2[cH:5][cH:6][cH:7][cH:8][c:9]21.[CH3:24][CH2:25][OH:26].[K+:23].[OH-:22]>>[C:1]1(=[O:10])[C:2](=[CH:18][c:17]2[cH:16][cH:15][c:14]([C:11](=[O:12])[OH:13])[cH:21][cH:20]2)[CH2:3][c:4]2[cH:5][cH:6][cH:7][cH:8][c:9]21. The reactants are ClC=1C=C(C=C(C1)Cl)C1(CC(=NO1)C1=CC(=C(C=O)C=C1)C)C(F)(F)F (4-[5-(3,5-dichloro-phenyl)-5-trifluoromethyl-4,5-dihydro-isoxazol-3-yl]-2-methyl-benzaldehyde), product, N1=C(C=CC=C1)CNN (2-picolyl hydrazine), CO (methanol). Reagents/catalysts: Cl (hydrochloric acid). Yields the product ClC=1C=C(C=C(C1)Cl)C1(CC(=NO1)C1=CC(=C(C=C1)\C=N\NC(=O)C1=NC=CC=C1)C)C(F)(F)F (Pyridine-2-carboxylic acid [1-{4-[5-(3,5-dichloro-phenyl)-5-trifluoromethyl-4,5-dihydro-isoxazol-3-yl]-2-methyl-phenyl}-meth-(E)-ylidene]-hydrazide). The yield is 45.0%. As a reaction SMILES: [Cl:1][C:2]1[CH:3]=[C:4]([C:9]2([C:23]([F:26])([F:25])[F:24])[O:13][N:12]=[C:11]([C:14]3[CH:21]=[CH:20][C:17]([CH:18]=O)=[C:16]([CH3:22])[CH:15]=3)[CH2:10]2)[CH:5]=[C:6]([Cl:8])[CH:7]=1.[N:27]1[CH:32]=[CH:31][CH:30]=[CH:29][C:28]=1[CH2:33][NH:34][NH2:35].C[OH:37]>Cl>[Cl:1][C:2]1[CH:3]=[C:4]([C:9]2([C:23]([F:25])([F:24])[F:26])[O:13][N:12]=[C:11]([C:14]3[CH:21]=[CH:20][C:17](/[CH:18]=[N:35]/[NH:34][C:33]([C:28]4[CH:29]=[CH:30][CH:31]=[CH:32][N:27]=4)=[O:37])=[C:16]([CH3:22])[CH:15]=3)[CH2:10]2)[CH:5]=[C:6]([Cl:8])[CH:7]=1. Procedure: A solution of 4-[5-(3,5-dichloro-phenyl)-5-trifluoromethyl-4,5-dihydro-isoxazol-3-yl]-2-methyl-benzaldehyde (i.e. the product of Step 1, 500 mg), concentrated hydrochloric acid (5 drops) and 2-picolyl hydrazine (188 mg) in methanol (20 mL) were heated at reflux for 5 h. The mixture was concentrated and the residue was triturated with water. Filtration yielded the title compound (289 mg, 45%). Starting materials: C1CCOC1, CN1CCN(c2ccc(N)cc2)CC1, O=C1Nc2cc(C(=O)c3ccc(NC(=O)c4cccs4)cc3)ccc2C1=CO. Product: CN1CCN(c2ccc(NC=C3C(=O)Nc4cc(C(=O)c5ccc(NC(=O)c6cccs6)cc5)ccc43)cc2)CC1. As a reaction SMILES: [CH2:43]1[O:44][CH2:45][CH2:46][CH2:47]1.[CH3:29][N:30]1[CH2:31][CH2:32][N:33]([c:36]2[cH:37][cH:38][c:39]([NH2:42])[cH:40][cH:41]2)[CH2:34][CH2:35]1.[OH:1][CH:2]=[C:3]1[C:4](=[O:28])[NH:5][c:6]2[cH:7][c:8]([C:12](=[O:13])[c:14]3[cH:15][cH:16][c:17]([NH:20][C:21](=[O:22])[c:23]4[s:24][cH:25][cH:26][cH:27]4)[cH:18][cH:19]3)[cH:9][cH:10][c:11]21>>[CH:2](=[C:3]1[C:4](=[O:28])[NH:5][c:6]2[cH:7][c:8]([C:12](=[O:13])[c:14]3[cH:15][cH:16][c:17]([NH:20][C:21](=[O:22])[c:23]4[s:24][cH:25][cH:26][cH:27]4)[cH:18][cH:19]3)[cH:9][cH:10][c:11]21)[NH:42][c:39]1[cH:38][cH:37][c:36]([N:33]2[CH2:32][CH2:31][N:30]([CH3:29])[CH2:35][CH2:34]2)[cH:41][cH:40]1. Reactants: C22H20N2, C1=CC=C2C(=C1)C(=O)C(C2=O)(O)O (ninhydrin spray), COC1=CC=C(C(C2=CC=CC=C2)(C2=CC=CC=C2)NCC[N+]#[C-])C=C1 (2-(4-monomethoxytrityl)aminoethylisocyanide), C23H22N2O, COC1=CC=C(C(C2=CC=C(C=C2)OC)(C2=CC=CC=C2)NCC[N+]#[C-])C=C1 (2-(4,4′-dimethoxytrityl)aminoethylisocyanide), Cl (HCl), C24H24N2O2, Cl (HCl), C1=CC=C2C(=C1)C(=O)C(C2=O)(O)O (ninhydrin spray), Cl (HCl), C1=CC=C2C(=C1)C(=O)C(C2=O)(O)O (ninhydrin spray). Run in C(Cl)Cl.CO (DCM MeOH), C(Cl)Cl.CO (DCM MeOH), C(Cl)Cl.CO (DCM MeOH). Product: C(C1=CC=CC=C1)(C1=CC=CC=C1)(C1=CC=CC=C1)NCC[N+]#[C-] (2-tritylaminoethylisocyanide). Reaction SMILES: C1C=C2C(C(O)(O)C(=O)C2=CC=1)=O.Cl.CO[C:17]1[CH:40]=[CH:39][C:20]([C:21]([NH:34][CH2:35][CH2:36][N+:37]#[C-:38])([C:28]2[CH:33]=[CH:32][CH:31]=[CH:30][CH:29]=2)[C:22]2[CH:27]=[CH:26][CH:25]=[CH:24][CH:23]=2)=[CH:19][CH:18]=1.COC1C=CC(C(NCC[N+]#[C-])(C2C=CC=CC=2)C2C=CC(OC)=CC=2)=CC=1>C(Cl)Cl.CO>[C:21]([NH:34][CH2:35][CH2:36][N+:37]#[C-:38])([C:22]1[CH:23]=[CH:24][CH:25]=[CH:26][CH:27]=1)([C:28]1[CH:33]=[CH:32][CH:31]=[CH:30][CH:29]=1)[C:20]1[CH:39]=[CH:40][CH:17]=[CH:18][CH:19]=1 |f:4.5|. Reported procedure: C22H20N2 (312.42); RF=0.90 (DCM/MeOH 5:1, v/v); spot stains with ninhydrin spray or with HCl vapour); 2-(4-monomethoxytrityl)aminoethylisocyanide; C23H22N2O (342.44); RF=0.89 (DCM/MeOH 5:1, v/v); spot stains with ninhydrin spray or with HCl vapour); 2-(4,4′-dimethoxytrityl)aminoethylisocyanide; C24H24N2O2 (372.47); RF=0.95 (DCM/MeOH 5:1, v/v); spot stains with ninhydrin spray or with HCl vapour); Reactants: NC1CCN(CCC1)C(=O)OC(C)(C)C (4-Amino-1-tert-butyloxycarbonylazacycloheptane). Solvent: C(Cl)Cl.CO (methylene chloride methanol). Yields the product NCC1CCN(CC1)C(=O)OC(C)(C)C (4-Aminomethyl-1-tert-butyloxycarbonylpiperidine). As a reaction SMILES: [NH2:1][CH:2]1[CH2:8][CH2:7][CH2:6][N:5]([C:9]([O:11][C:12]([CH3:15])([CH3:14])[CH3:13])=[O:10])[CH2:4][CH2:3]1>C(Cl)Cl.CO>[NH2:1][CH2:2][CH:8]1[CH2:7][CH2:6][N:5]([C:9]([O:11][C:12]([CH3:13])([CH3:14])[CH3:15])=[O:10])[CH2:4][CH2:3]1 |f:1.2|. Reported procedure: 4-Amino-1-tert-butyloxycarbonylazacycloheptane colourless oil; RF : 0.36 (alumina; methylene chloride/methanol=9:1)